The task is: describe an organic reaction: reactants, conditions, products, and yield. This data is from the Open Reaction Database (ORD), a public repository of structured organic reaction records. The reactants are C(O)([O-])=O.[Na+] (sodium hydrogencarbonate), crude product, CC1(CCC(CC1)C1=C(C=CC(=C1)N1C[C@@H](CC1)OC)N1CCNCC1)C ((R)-1-[2-(4,4-dimethylcyclohexyl)-4-(3-methoxypyrrolidin-1-yl)phenyl]piperazine), C(CCC)=O (butyraldehyde), C(C)(=O)O[BH-](OC(C)=O)OC(C)=O.[Na+] (sodium triacetoxyborohydride), C(C)(=O)O (acetic acid). The solvent is C(C)(=O)OCC (Ethyl acetate), C(C)(=O)OCC (ethyl acetate), O1CCCC1 (tetrahydrofuran). Conditions: time 1 hour. Yields the product C(CCC)N1CCN(CC1)C1=C(C=C(C=C1)N1C[C@@H](CC1)OC)C1CCC(CC1)(C)C ((R)-1-butyl-4-[2-(4,4-dimethylcyclohexyl)-4-(3-methoxypyrrolidin-1-yl)phenyl]piperazine). Isolated yield 92.3%. As a reaction SMILES: [CH3:1][C:2]1([CH3:27])[CH2:7][CH2:6][CH:5]([C:8]2[CH:13]=[C:12]([N:14]3[CH2:18][CH2:17][C@@H:16]([O:19][CH3:20])[CH2:15]3)[CH:11]=[CH:10][C:9]=2[N:21]2[CH2:26][CH2:25][NH:24][CH2:23][CH2:22]2)[CH2:4][CH2:3]1.[CH:28](=O)[CH2:29][CH2:30][CH3:31].C(O[BH-](OC(=O)C)OC(=O)C)(=O)C.[Na+].C(O)(=O)C.C(=O)([O-])O.[Na+]>C(OCC)(=O)C.O1CCCC1>[CH2:28]([N:24]1[CH2:23][CH2:22][N:21]([C:9]2[CH:10]=[CH:11][C:12]([N:14]3[CH2:18][CH2:17][C@@H:16]([O:19][CH3:20])[CH2:15]3)=[CH:13][C:8]=2[CH:5]2[CH2:4][CH2:3][C:2]([CH3:27])([CH3:1])[CH2:7][CH2:6]2)[CH2:26][CH2:25]1)[CH2:29][CH2:30][CH3:31] |f:2.3,5.6|. Reported procedure: To a mixture of the crude product of (R)-1-[2-(4,4-dimethylcyclohexyl)-4-(3-methoxypyrrolidin-1-yl)phenyl]piperazine produced in Example (98b) (160 mg), butyraldehyde (0.052 mL, 0.584 mmol) and tetrahydrofuran (7 mL) were added sodium triacetoxyborohydride (164 mg, 0.774 mmol) and acetic acid (0.022 mL, 0.384 mmol) in that order, followed by stirring for 1 hour at room temperature. Ethyl acetate and saturated aqueous solution of sodium hydrogencarbonate were added to the reaction mixture and ext... Starting materials: ClC=1C=C2C(=NC=NC2=CC1C(=O)N1CCCC1)NC(CCC(=O)O)C1=NC2=C(N1C(=O)OC(C)(C)C)C=CC(=C2)Cl (6-chloro-4-[1-(1-tert.-butyloxycarbonyl-5-chloro-1H-benzimidazol-2-yl)-3-hydroxycarbonyl-propyl-amino]-7-(pyrrolidin-1-yl-carbonyl)-quinazoline), CN(C(CNC)=O)C (methylamino-acetic acid dimethylamide), CN(C)C(=[N+](C)C)ON1C2=C(C=CC=C2)N=N1.[B-](F)(F)(F)F (TBTU), FC(C(=O)O)(F)F (trifluoroacetic acid). Solvent: C(C)#N.O1CCCC1 (acetonitrile tetrahydrofuran). Yields the product ClC=1C=C2C(=NC=NC2=CC1C(=O)N1CCCC1)NC(CCC(=O)N(C)CC(=O)N(C)C)C1=NC2=C(N1)C=CC(=C2)Cl (6-chloro-4-[1-(5-chloro-1H-benzimidazol-2-yl)-3-(N-dimethylaminocarbonylmethyl-N-methyl-amino-carbonyl)-propyl-amino]-7-(pyrrolidin-1-yl-carbonyl)-quinazoline). RXN SMILES: [Cl:1][C:2]1[CH:3]=[C:4]2[C:9](=[CH:10][C:11]=1[C:12]([N:14]1[CH2:18][CH2:17][CH2:16][CH2:15]1)=[O:13])[N:8]=[CH:7][N:6]=[C:5]2[NH:19][CH:20]([C:26]1[N:30](C(OC(C)(C)C)=O)[C:29]2[CH:38]=[CH:39][C:40]([Cl:42])=[CH:41][C:28]=2[N:27]=1)[CH2:21][CH2:22][C:23](O)=[O:24].[CH3:43][N:44]([CH3:50])[C:45](=[O:49])[CH2:46][NH:47][CH3:48].CN(C(ON1N=NC2C=CC=CC1=2)=[N+](C)C)C.[B-](F)(F)(F)F.FC(F)(F)C(O)=O>C(#N)C.O1CCCC1>[Cl:1][C:2]1[CH:3]=[C:4]2[C:9](=[CH:10][C:11]=1[C:12]([N:14]1[CH2:15][CH2:16][CH2:17][CH2:18]1)=[O:13])[N:8]=[CH:7][N:6]=[C:5]2[NH:19][CH:20]([C:26]1[NH:30][C:29]2[CH:38]=[CH:39][C:40]([Cl:42])=[CH:41][C:28]=2[N:27]=1)[CH2:21][CH2:22][C:23]([N:47]([CH2:46][C:45]([N:44]([CH3:50])[CH3:43])=[O:49])[CH3:48])=[O:24] |f:2.3,5.6|. Procedure details: Prepared analogously to Example 61 from 6-chloro-4-[1-(1-tert.-butyloxycarbonyl-5-chloro-1H-benzimidazol-2-yl)-3-hydroxycarbonyl-propyl-amino]-7-(pyrrolidin-1-yl-carbonyl)-quinazoline and methylamino-acetic acid dimethylamide with TBTU in acetonitrile/tetrahydrofuran and subsequent reaction with trifluoroacetic acid. Starting materials: N[C@](CO)(C)C1=CC2=CC=C(C=C2C=C1)OC1CCC(CC1)CCCC ((R)-2-amino-2-(6-(4-butylcyclohexyloxy)naphthalen-2-yl)propan-1-ol), [OH-].[Li+] (lithium hydroxide), C(C)O (ethanol), O (water). Yields the product N[C@](CO)(C)C1=CC2=CC=C(C=C2C=C1)O[C@@H]1CC[C@H](CC1)CCCC ((R)-2-amino-2-(6-(trans-4-butylcyclohexyloxy)naphthalen-2-yl)propan-1-ol). Isolated yield 65.8%. RXN SMILES: [NH2:1][C@@:2]([C:6]1[CH:15]=[CH:14][C:13]2[C:8](=[CH:9][CH:10]=[C:11]([O:16][CH:17]3[CH2:22][CH2:21][CH:20]([CH2:23][CH2:24][CH2:25][CH3:26])[CH2:19][CH2:18]3)[CH:12]=2)[CH:7]=1)([CH3:5])[CH2:3][OH:4].[OH-].[Li+].C(O)C.O>>[NH2:1][C@@:2]([C:6]1[CH:15]=[CH:14][C:13]2[C:8](=[CH:9][CH:10]=[C:11]([O:16][C@H:17]3[CH2:18][CH2:19][C@H:20]([CH2:23][CH2:24][CH2:25][CH3:26])[CH2:21][CH2:22]3)[CH:12]=2)[CH:7]=1)([CH3:5])[CH2:3][OH:4] |f:1.2|. Procedure details: The mixture of carbamate (Example 7; 360 mg 0.00094 mol, cis and trans mixture) and lithium hydroxide (248 mg, 0.0104 mol) in ethanol (6.0 mL, 0.10 mol) and water (2.0 mL, 0.11 mol) was heated to reflux for overnight. LCMS showed reaction completed. The solvent was removed under vacuum and the residue was partitioned between water/CH2Cl2. The aqueous layer was extensively extracted with CH2Cl2. The combined organic phase was dried over Na2SO4. The concentrated residue was taken up into DCM and s... The reactants are Cc1oc(-c2ccc(Br)cc2)nc1CCN1CCCC1C, N#Cc1ccc(B(O)O)s1, O=C([O-])[O-], CCO, Cc1ccccc1, [K+], [K+], CC(=O)[O-], CC(=O)[O-], O, [Pd+2], c1ccc(P(c2ccccc2)c2ccccc2)cc1. Yields the product Cc1oc(-c2ccc(-c3ccc(C#N)s3)cc2)nc1CCN1CCCC1C. RXN SMILES: [Br:30][c:31]1[cH:32][cH:33][c:34](-[c:37]2[o:38][c:39]([CH3:50])[c:40]([CH2:42][CH2:43][N:44]3[CH:45]([CH3:49])[CH2:46][CH2:47][CH2:48]3)[n:41]2)[cH:35][cH:36]1.[C:20](#[N:21])[c:22]1[cH:23][cH:24][c:25]([B:27]([OH:28])[OH:29])[s:26]1.[C:51](=[O:52])([O-:53])[O-:54].[CH3:66][CH2:67][OH:68].[CH3:70][c:71]1[cH:72][cH:73][cH:74][cH:75][cH:76]1.[K+:55].[K+:56].[O-:58][C:59]([CH3:60])=[O:61].[O-:62][C:63]([CH3:64])=[O:65].[OH2:69].[Pd+2:57].[c:1]1([P:2]([c:3]2[cH:4][cH:5][cH:6][cH:7][cH:8]2)[c:9]2[cH:10][cH:11][cH:12][cH:13][cH:14]2)[cH:15][cH:16][cH:17][cH:18][cH:19]1>>[C:20](#[N:21])[c:22]1[cH:23][cH:24][c:25](-[c:31]2[cH:32][cH:33][c:34](-[c:37]3[o:38][c:39]([CH3:50])[c:40]([CH2:42][CH2:43][N:44]4[CH:45]([CH3:49])[CH2:46][CH2:47][CH2:48]4)[n:41]3)[cH:35][cH:36]2)[s:26]1. Reactants: N(=[N+]=[N-])C(C)C=1N=C2N(C(C1Br)=O)C(=CS2)C (7-(1-azidoethyl)-6-bromo-3-methyl-5H-[1,3]thiazolo[3,2-a]pyrimidin-5-one), FC1=C(C=C(C=C1)F)B(O)O ((2,5-difluorophenyl)boronic acid), solution, C([O-])([O-])=O.[Na+].[Na+] (sodium carbonate), O (water). The reagents and catalysts are Cl[Pd](P(C(C)(C)C)(C(C)(C)C)C1=CC=C(C=C1)N(C)C)(P(C1=CC=C(C=C1)N(C)C)(C(C)(C)C)C(C)(C)C)Cl (dichloro(bis{di-tert-butyl[4-(dimethylamino)phenyl]phosphoranyl})palladium). Solvent: O1CCOCC1 (1,4-dioxane), C(C)(=O)OCC (ethyl acetate). Reaction conditions: temperature 100 celsius, time 8 hour. Product: N(=[N+]=[N-])C(C)C=1N=C2N(C(C1C1=C(C=CC(=C1)F)F)=O)C(=CS2)C (7-(1-azidoethyl)-6-(2,5-difluorophenyl)-3-methyl-5H-[1,3]thiazolo[3,2-a]pyrimidin-5-one), mixture. Reaction SMILES: [N:1]([CH:4]([C:6]1[N:7]=[C:8]2[S:16][CH:15]=[C:14]([CH3:17])[N:9]2[C:10](=[O:13])[C:11]=1Br)[CH3:5])=[N+:2]=[N-:3].[F:18][C:19]1[CH:24]=[CH:23][C:22]([F:25])=[CH:21][C:20]=1B(O)O.C(=O)([O-])[O-].[Na+].[Na+].O>O1CCOCC1.C(OCC)(=O)C.Cl[Pd](Cl)(P(C(C)(C)C)(C(C)(C)C)C1C=CC(N(C)C)=CC=1)P(C1C=CC(N(C)C)=CC=1)(C(C)(C)C)C(C)(C)C>[N:1]([CH:4]([C:6]1[N:7]=[C:8]2[S:16][CH:15]=[C:14]([CH3:17])[N:9]2[C:10](=[O:13])[C:11]=1[C:23]1[CH:24]=[C:19]([F:18])[CH:20]=[CH:21][C:22]=1[F:25])[CH3:5])=[N+:2]=[N-:3] |f:2.3.4|. Procedure details: To a mixture of 7-(1-azidoethyl)-6-bromo-3-methyl-5H-[1,3]thiazolo[3,2-a]pyrimidin-5-one (0.080 g, 0.25 mmol) and (2,5-difluorophenyl)boronic acid (0.048 g, 0.30 mmol) in 1,4-dioxane (2 mL) was added a 1 N solution of sodium carbonate in water (0.38 mL, 0.38 mmol) and dichloro(bis{di-tert-butyl[4-(dimethylamino)phenyl]phosphoranyl})palladium (0.011 g, 0.015 mmol). The mixture was stirred at 100° C. overnight. After cooled to room temperature, the mixture was diluted with ethyl acetate, washed wi... Starting materials: CN1CCNCC1, ClC(Cl)Cl, COc1cc2c(=O)n(COC(=O)C(C)(C)C)cnc2cc1OCC1CO1. The product is COc1cc2c(=O)n(COC(=O)C(C)(C)C)cnc2cc1OCC(O)CN1CCN(C)CC1. As a reaction SMILES: [CH3:27][N:28]1[CH2:29][CH2:30][NH:31][CH2:32][CH2:33]1.[CH:34]([Cl:35])([Cl:36])[Cl:37].[O:1]1[CH:2]([CH2:3][O:4][c:5]2[c:6]([O:24][CH3:25])[cH:7][c:8]3[c:9](=[O:23])[n:10]([CH2:15][O:16][C:17]([C:18]([CH3:19])([CH3:20])[CH3:21])=[O:22])[cH:11][n:12][c:13]3[cH:14]2)[CH2:26]1>>[OH:1][CH:2]([CH2:3][O:4][c:5]1[c:6]([O:24][CH3:25])[cH:7][c:8]2[c:9](=[O:23])[n:10]([CH2:15][O:16][C:17]([C:18]([CH3:19])([CH3:20])[CH3:21])=[O:22])[cH:11][n:12][c:13]2[cH:14]1)[CH2:26][N:31]1[CH2:30][CH2:29][N:28]([CH3:27])[CH2:33][CH2:32]1.